The task is: describe an organic reaction: reactants, conditions, products, and yield. This data is from the Open Reaction Database (ORD), a public repository of structured organic reaction records. Reactants: ClC1=CC=C(C=C1)N1N=CC(=C1C)C(=O)Cl (1-(4-chlorophenyl)-5-methylpyrazole-4-carboxylic chloride), CC=1C=C(N)C=CC1N1CCC(CC1)N1CCOCC1 (3-methyl-4-(4-morpholinopiperidin-1-yl)aniline). Product: ClC1=CC=C(C=C1)N1N=CC(=C1C)C(=O)NC1=CC(=C(C=C1)N1CCC(CC1)N1CCOCC1)C (1-(4-Chlorophenyl)-5-methyl-N-[3-methyl-4-(4-morpholinopiperidin-1-yl)phenyl]pyrazole-4-carboxamide). Yield: 52.1%. Reaction SMILES: [Cl:1][C:2]1[CH:7]=[CH:6][C:5]([N:8]2[C:12]([CH3:13])=[C:11]([C:14](Cl)=[O:15])[CH:10]=[N:9]2)=[CH:4][CH:3]=1.[CH3:17][C:18]1[CH:19]=[C:20]([CH:22]=[CH:23][C:24]=1[N:25]1[CH2:30][CH2:29][CH:28]([N:31]2[CH2:36][CH2:35][O:34][CH2:33][CH2:32]2)[CH2:27][CH2:26]1)[NH2:21]>>[Cl:1][C:2]1[CH:7]=[CH:6][C:5]([N:8]2[C:12]([CH3:13])=[C:11]([C:14]([NH:21][C:20]3[CH:22]=[CH:23][C:24]([N:25]4[CH2:26][CH2:27][CH:28]([N:31]5[CH2:36][CH2:35][O:34][CH2:33][CH2:32]5)[CH2:29][CH2:30]4)=[C:18]([CH3:17])[CH:19]=3)=[O:15])[CH:10]=[N:9]2)=[CH:4][CH:3]=1. Procedure details: By the reaction and treatment in the same manner as in Example 150 using 1-(4-chlorophenyl)-5-methylpyrazole-4-carboxylic chloride (1.0 g) and 3-methyl-4-(4-morpholinopiperidin-1-yl)aniline (1.07 g), the title compound (1.0 g) was obtained, melting point: 235–245° C. Reactants: CNCCNC (N,N'-dimethylethylenediamine), O(C1=CC=CC=C1)C(=O)O[C@H](C(=O)OC)CC1=CC=CC=C1 (methyl 2(S)-phenoxycarbonyloxy-3-phenylpropionate), C(C)(=O)OCC (ethyl acetate), [Cl-].[Na+] (sodium chloride). Run in CN(C=O)C (N,N-dimethylformamide), CN(C=O)C (N,N-dimethylformamide). Product: CNCCN(C)C(=O)O[C@H](C(=O)OC)CC1=CC=CC=C1 (methyl 2(S)-[N-(2-methylaminoethyl)-N-methylaminocarbonyloxy]-3-phenylpropionate). The yield is 97.9%. RXN SMILES: [CH3:1][NH:2][CH2:3][CH2:4][NH:5][CH3:6].[O:7]([C:14]([O:16][C@@H:17]([CH2:22][C:23]1[CH:28]=[CH:27][CH:26]=[CH:25][CH:24]=1)[C:18]([O:20][CH3:21])=[O:19])=O)C1C=CC=CC=1.C(OCC)(=O)C.[Cl-].[Na+]>CN(C)C=O>[CH3:1][NH:2][CH2:3][CH2:4][N:5]([C:14]([O:16][C@@H:17]([CH2:22][C:23]1[CH:28]=[CH:27][CH:26]=[CH:25][CH:24]=1)[C:18]([O:20][CH3:21])=[O:19])=[O:7])[CH3:6] |f:3.4|. Procedure: To N,N'-dimethylethylenediamine (7.93 g) in N,N-dimethylformamide (27 ml) was dropwise added methyl 2(S)-phenoxycarbonyloxy-3-phenylpropionate (9.0 g) in N,N-dimethylformamide (9 ml) under cooling at -5°-10° C. over 30 minutes. After the dropwise addition, the mixture was stirred at said temperature for 60 minutes and poured into a mixture of ethyl acetate and 20% aqueous sodium chloride for partition. The water layer was re-extracted with ethyl acetate, the organic layer was combined, and 5% hy... The reactants are C(C)OC(CC1CCN(CC1)C(C(C(NC(C1=C(C=C(C=C1)C#N)F)=O)CC)(C)C)=O)=O (ethyl-N-(N-(4-cyano-2-fluorobenzoyl)-β-ethyl-α,α-dimethyl-β-alanyl)-4-piperidineacetate), N1CCCCC1 (piperidine), amine. Yields the product C(C)OC(CC1CCN(CC1)C(C(C(NC(C1=C(C=C(C=C1)C(=N)N1CCCCC1)F)=O)CC)(C)C)=O)=O (Ethyl-N-(N-(4-(1-piperidinoimidoyl)-2-fluorobenzoyl)-β-ethyl-α,α-dimethyl-β-alanyl)-4-piperidineacetate). Isolated yield 30.0%. Reaction SMILES: [CH2:1]([O:3][C:4](=[O:32])[CH2:5][CH:6]1[CH2:11][CH2:10][N:9]([C:12](=[O:31])[C:13]([CH3:30])([CH3:29])[CH:14]([CH2:27][CH3:28])[NH:15][C:16](=[O:26])[C:17]2[CH:22]=[CH:21][C:20]([C:23]#[N:24])=[CH:19][C:18]=2[F:25])[CH2:8][CH2:7]1)[CH3:2].[NH:33]1[CH2:38][CH2:37][CH2:36][CH2:35][CH2:34]1>>[CH2:1]([O:3][C:4](=[O:32])[CH2:5][CH:6]1[CH2:7][CH2:8][N:9]([C:12](=[O:31])[C:13]([CH3:30])([CH3:29])[CH:14]([CH2:27][CH3:28])[NH:15][C:16](=[O:26])[C:17]2[CH:22]=[CH:21][C:20]([C:23]([N:33]3[CH2:38][CH2:37][CH2:36][CH2:35][CH2:34]3)=[NH:24])=[CH:19][C:18]=2[F:25])[CH2:10][CH2:11]1)[CH3:2]. Reported procedure: The same procedure as in Example 45 was performed with ethyl-N-(N-(4-cyano-2-fluorobenzoyl)-β-ethyl-α,α-dimethyl-β-alanyl)-4-piperidineacetate (1.4 g, 3.1 mmol) by using piperidine (3.1 ml) as an amine to yield the titled compound (487 mg, 30%). Reactants: Fc1ccc(-c2nncc(-c3ccc(F)c(Br)c3)n2)c(F)c1, C1COCCO1, [Cl-], CCCC[Sn](CCCC)(CCCC)c1ccncc1F, [I-], [Li+]. Yields the product Fc1ccc(-c2nncc(-c3ccc(F)c(-c4ccncc4F)c3)n2)c(F)c1. Reaction SMILES: [Br:1][c:2]1[cH:3][c:4](-[c:9]2[n:10][c:11](-[c:15]3[c:16]([F:22])[cH:17][c:18]([F:21])[cH:19][cH:20]3)[n:12][n:13][cH:14]2)[cH:5][cH:6][c:7]1[F:8].[CH2:46]1[O:47][CH2:48][CH2:49][O:50][CH2:51]1.[Cl-:24].[F:26][c:27]1[cH:28][n:29][cH:30][cH:31][c:32]1[Sn:33]([CH2:34][CH2:35][CH2:36][CH3:37])([CH2:38][CH2:39][CH2:40][CH3:41])[CH2:42][CH2:43][CH2:44][CH3:45].[I-:25].[Li+:23]>>[c:2]1(-[c:32]2[c:27]([F:26])[cH:28][n:29][cH:30][cH:31]2)[cH:3][c:4](-[c:9]2[n:10][c:11](-[c:15]3[c:16]([F:22])[cH:17][c:18]([F:21])[cH:19][cH:20]3)[n:12][n:13][cH:14]2)[cH:5][cH:6][c:7]1[F:8]. Starting materials: COC(C1=C(C(=C(C(=C1)Cl)OCCCCCCC1=C(C(=CC=C1)OCC1=CC=CC=C1)OCC1=CC=CC=C1)CCC)O)=O (5-chloro-2-hydroxy-4-[6-[2,3-bis(phenylmethoxy)phenyl]hexyloxy]-3-propylbenzoic acid methyl ester). The solvent is CO (methanol), O1CCOCC1 (dioxane), [OH-].[Na+] (sodium hydroxide). Yields the product ClC=1C(=C(C(=C(C(=O)O)C1)O)CCC)OCCCCCCC1=C(C(=CC=C1)OCC1=CC=CC=C1)OCC1=CC=CC=C1 (5-chloro-2-hydroxy-4-[6-[2,3-bis(phenylmethoxy)phenyl]hexyloxy]-3-propylbenzoic acid). The yield is 71.6%. Reaction SMILES: C[O:2][C:3](=[O:44])[C:4]1[CH:9]=[C:8]([Cl:10])[C:7]([O:11][CH2:12][CH2:13][CH2:14][CH2:15][CH2:16][CH2:17][C:18]2[CH:23]=[CH:22][CH:21]=[C:20]([O:24][CH2:25][C:26]3[CH:31]=[CH:30][CH:29]=[CH:28][CH:27]=3)[C:19]=2[O:32][CH2:33][C:34]2[CH:39]=[CH:38][CH:37]=[CH:36][CH:35]=2)=[C:6]([CH2:40][CH2:41][CH3:42])[C:5]=1[OH:43]>CO.O1CCOCC1.[OH-].[Na+]>[Cl:10][C:8]1[C:7]([O:11][CH2:12][CH2:13][CH2:14][CH2:15][CH2:16][CH2:17][C:18]2[CH:23]=[CH:22][CH:21]=[C:20]([O:24][CH2:25][C:26]3[CH:27]=[CH:28][CH:29]=[CH:30][CH:31]=3)[C:19]=2[O:32][CH2:33][C:34]2[CH:39]=[CH:38][CH:37]=[CH:36][CH:35]=2)=[C:6]([CH2:40][CH2:41][CH3:42])[C:5]([OH:43])=[C:4]([CH:9]=1)[C:3]([OH:44])=[O:2] |f:3.4|. Reported procedure: A solution of 0.30 g of 5-chloro-2-hydroxy-4-[6-[2,3-bis(phenylmethoxy)phenyl]hexyloxy]-3-propylbenzoic acid methyl ester in 10 mL of methanol, 5 mL of dioxane and 2.5 mL of 1N sodium hydroxide was left at room temperature for 3 days. The solvent was removed under reduced pressure and the residue was acidified and extracted with ethyl acetate. The dried extract was concentrated and chromatographed on 30 g of silica gel using acetic acid:ethyl acetate:toluene (1:25:75) to give 0.21 g of 5-chloro-... Starting materials: CO, Cl, COC(=O)Cc1ccc(N2CCC(NC(=O)c3nnc(Nc4ccccc4F)o3)CC2)nc1, [Na+], [OH-]. Yields the product O=C(O)Cc1ccc(N2CCC(NC(=O)c3nnc(Nc4ccccc4F)o3)CC2)nc1. As a reaction SMILES: [CH3:37][OH:38].[ClH:36].[F:3][c:4]1[c:5]([NH:10][c:11]2[n:12][n:13][c:14]([C:16](=[O:17])[NH:18][CH:19]3[CH2:20][CH2:21][N:22]([c:25]4[cH:26][cH:27][c:28]([CH2:31][C:32](=[O:33])[O:34][CH3:35])[cH:29][n:30]4)[CH2:23][CH2:24]3)[o:15]2)[cH:6][cH:7][cH:8][cH:9]1.[Na+:2].[OH-:1]>>[F:3][c:4]1[c:5]([NH:10][c:11]2[n:12][n:13][c:14]([C:16](=[O:17])[NH:18][CH:19]3[CH2:20][CH2:21][N:22]([c:25]4[cH:26][cH:27][c:28]([CH2:31][C:32](=[O:33])[OH:34])[cH:29][n:30]4)[CH2:23][CH2:24]3)[o:15]2)[cH:6][cH:7][cH:8][cH:9]1. Starting materials: C(C)OCC=1OC2=C(C1)C=C(C=C2)OCC=2OC1=C(C2C)C(=CC=C1)OCCCNCC=1C=NC=CC1 ([3-[2-(2-Ethoxymethyl-benzofuran-5-yloxymethyl)-3-methyl-benzofuran-4-yloxy]-propyl]-pyridin-3-ylmethyl-amine), C=O (formalin), C(C)(=O)O (acetic acid), C(#N)[BH3-].[Na+] (sodium cyanoborohydride). Solvent: CO (MeOH). Yields the product C(C)OCC=1OC2=C(C1)C=C(C=C2)OCC=2OC1=C(C2C)C(=CC=C1)OCCCN(CC=1C=NC=CC1)C ({3-[2-(2-Ethoxymethyl-benzofuran-5-yloxymethyl)-3-methyl-benzofuran-4-yloxy]-propyl}-methyl-pyridin-3-ylmethyl-amine). RXN SMILES: [CH2:1]([O:3][CH2:4][C:5]1[O:6][C:7]2[CH:13]=[CH:12][C:11]([O:14][CH2:15][C:16]3[O:17][C:18]4[CH:25]=[CH:24][CH:23]=[C:22]([O:26][CH2:27][CH2:28][CH2:29][NH:30][CH2:31][C:32]5[CH:33]=[N:34][CH:35]=[CH:36][CH:37]=5)[C:19]=4[C:20]=3[CH3:21])=[CH:10][C:8]=2[CH:9]=1)[CH3:2].C=O.[C:40](O)(=O)C.C([BH3-])#N.[Na+]>CO>[CH2:1]([O:3][CH2:4][C:5]1[O:6][C:7]2[CH:13]=[CH:12][C:11]([O:14][CH2:15][C:16]3[O:17][C:18]4[CH:25]=[CH:24][CH:23]=[C:22]([O:26][CH2:27][CH2:28][CH2:29][N:30]([CH3:40])[CH2:31][C:32]5[CH:33]=[N:34][CH:35]=[CH:36][CH:37]=5)[C:19]=4[C:20]=3[CH3:21])=[CH:10][C:8]=2[CH:9]=1)[CH3:2] |f:3.4|. Procedure: A mixture of the compound of Example 42 (25.3 mg), formalin (37%, 5.7 μl), acetic acid (12 μl) and sodium cyanoborohydride (6.4 mg) was stirred in MeOH (2 ml) at room temperature for 1.5 hours. MeOH was evaporated to dryness, the residue was purified by silica gel TLC (dichloromethane-MeOH=10:1) to give the title compound as a colorless oil (23.4 mg). FAB-MS: m/z 515 (MH+); 1H-NMR (CDCl3): δ 1.26 (3H, t, J=7 Hz), 2.03 (2H, quintet, J=6.5 Hz), 2.25 (3H, s), 2.27 (3H, s), 2.61 (2H, t, J=7 Hz), 3.5... Starting materials: C[Si](C)(C)C#N (trimethylsilyl cyanide), BrC1=CC(=C(C#N)C=C1C)F (4-bromo-2-fluoro-5-methylbenzonitrile), CC(C)(C#N)N=NC(C)(C)C#N (AIBN), C1CC(=O)N(C1=O)Br (NBS), CCCC[N+](CCCC)(CCCC)CCCC.[F-] (TBAF). Solvent: C(Cl)(Cl)(Cl)Cl (CCl4), O (water). Run at temperature 80 celsius, time 18 hour. The product is BrC1=CC(=C(C#N)C=C1CC#N)F (4-Bromo-5-(cyanomethyl)-2-fluorobenzonitrile). As a reaction SMILES: [Br:1][C:2]1[C:9]([CH3:10])=[CH:8][C:5]([C:6]#[N:7])=[C:4]([F:11])[CH:3]=1.CC(N=NC(C#N)(C)C)([C:15]#[N:16])C.C1C(=O)N(Br)C(=O)C1.C[Si](C#N)(C)C.CCCC[N+](CCCC)(CCCC)CCCC.[F-]>C(Cl)(Cl)(Cl)Cl.O>[Br:1][C:2]1[C:9]([CH2:10][C:15]#[N:16])=[CH:8][C:5]([C:6]#[N:7])=[C:4]([F:11])[CH:3]=1 |f:4.5|. Reported procedure: A mixture of 4-bromo-2-fluoro-5-methylbenzonitrile, AIBN (0.1 eq.) and NBS (1 eq.) in CCl4 (0.14 M) was stirred at 80° C. for 18 h. After cooling to RT the mixture was quenched with 1N aq. NaS2O3 and extracted with DCM. The organic phase was washed with brine, dried (Na2SO4), and concentrated to dryness under reduced pressure. The residue was dissolved in MeCN (0.2 M), then trimethylsilyl cyanide (1 eq.) was added, followed by TBAF (1M in THF, 1 eq.). The mixture was stirred for 2 h at RT, and t... Starting materials: N1=CC=CC=C1 (pyridine), FC1=CC=C(C=C1)C(CCCN1CCC(CC1)(C1=CC=C(C=C1)C)O)O (1-(p-fluorophenyl)-4-[4-hydroxy-4-(p-methylphenyl)-piperidino]-1-butanol). Reagents/catalysts: [O-2].[O-2].[O-2].[Cr+6] (chromium trioxide). The solvent is O (water). Run at temperature 0 celsius, time 1 hour. The product is OC1(CCN(CC1)CCCC(=O)C1=CC=C(C=C1)F)C1=CC=C(C=C1)C (γ-(4-hydroxy-4-p-methylphenylpiperidino)-p-fluorobutyrophenone). Reaction SMILES: N1C=CC=CC=1.[F:7][C:8]1[CH:13]=[CH:12][C:11]([CH:14]([OH:32])[CH2:15][CH2:16][CH2:17][N:18]2[CH2:23][CH2:22][C:21]([OH:31])([C:24]3[CH:29]=[CH:28][C:27]([CH3:30])=[CH:26][CH:25]=3)[CH2:20][CH2:19]2)=[CH:10][CH:9]=1>[O-2].[O-2].[O-2].[Cr+6].O>[OH:31][C:21]1([C:24]2[CH:29]=[CH:28][C:27]([CH3:30])=[CH:26][CH:25]=2)[CH2:22][CH2:23][N:18]([CH2:17][CH2:16][CH2:15][C:14]([C:11]2[CH:12]=[CH:13][C:8]([F:7])=[CH:9][CH:10]=2)=[O:32])[CH2:19][CH2:20]1 |f:2.3.4.5|. Procedure details: One gram of chromium trioxide was added with stirring to 40 ml of pyridine cooled to 0°C. The mixture was stirred at room temperature for 1 hour, and then again cooled to 0°C. Into the said mixture was added 1.1 g of 1-(p-fluorophenyl)-4-[4-hydroxy-4-(p-methylphenyl)-piperidino]-1-butanol, and the mixture was stirred for 1 hour under cooling with ice. The reaction mixture was poured into 300 ml of cold water to separate an oily substance. The oily substance is extracted with ethyl acetate, and t... The reactants are CC(C)(C)OC(=O)OC(=O)[O-], CCOC(C)=O, CN(C)c1ccncc1, CCN(C(C)C)C(C)C, ClCCl, CCOC(=O)c1cc2ccsc2[nH]1. Product: CCOC(=O)c1cc2ccsc2n1C(=O)OC(C)(C)C. RXN SMILES: [C:23](=[O:24])([O:25][C:26]([CH3:27])([CH3:28])[CH3:29])[O:30][C:31]([O-:32])=[O:33].[CH3:34][CH2:35][O:36][C:37](=[O:38])[CH3:39].[CH3:43][N:44]([c:45]1[cH:46][cH:47][n:48][cH:49][cH:50]1)[CH3:51].[CH:14]([N:15]([CH2:16][CH3:17])[CH:18]([CH3:19])[CH3:20])([CH3:21])[CH3:22].[Cl:40][CH2:41][Cl:42].[s:1]1[cH:2][cH:3][c:4]2[c:5]1[nH:6][c:7]([C:9](=[O:10])[O:11][CH2:12][CH3:13])[cH:8]2>>[s:1]1[cH:2][cH:3][c:4]2[c:5]1[n:6]([C:23](=[O:24])[O:25][C:26]([CH3:27])([CH3:28])[CH3:29])[c:7]([C:9](=[O:10])[O:11][CH2:12][CH3:13])[cH:8]2.